The task is: describe an organic reaction: reactants, conditions, products, and yield. This data is from the Open Reaction Database (ORD), a public repository of structured organic reaction records. The reactants are BrN1C(CCC1=O)=O (N-bromosuccinimide), C1(=CC=CC=C1)C1=NC(=CC(N1)=O)C1=CC=NC=C1 (2-Phenyl-6-(4-pyridyl)pyrimidin-4-one), O (Water). Solvent: C(C)(=O)O (acetic acid). Reaction conditions: temperature 90 celsius. Yields the product BrC=1C(NC(=NC1C1=CC=NC=C1)C1=CC=CC=C1)=O (5-bromo-2-phenyl6-(4-pyridyl)pyrimidin-4-one). The yield is 92.1%. As a reaction SMILES: [C:1]1([C:7]2[NH:12][C:11](=[O:13])[CH:10]=[C:9]([C:14]3[CH:19]=[CH:18][N:17]=[CH:16][CH:15]=3)[N:8]=2)[CH:6]=[CH:5][CH:4]=[CH:3][CH:2]=1.[Br:20]N1C(=O)CCC1=O.O>C(O)(=O)C>[Br:20][C:10]1[C:11](=[O:13])[NH:12][C:7]([C:1]2[CH:6]=[CH:5][CH:4]=[CH:3][CH:2]=2)=[N:8][C:9]=1[C:14]1[CH:19]=[CH:18][N:17]=[CH:16][CH:15]=1. Procedure: 2-Phenyl-6-(4-pyridyl)pyrimidin-4-one (0.61 g) obtained in Example 12 was dissolved in 3 ml of acetic acid, and then the mixture was added with 0.48 g of N-bromosuccinimide and heated at 90° C. for 1 hour. Water was added to the reaction mixture, and solid mass was separated by filtration. The solid was washed with water, acetone, and ethyl acetate, and dried to obtain 0.74 g of the desired compound. The reactants are Cl (hydrochloric acid), ester, COC(CCS(NC1=C(C=C(C=C1)F)C(F)(F)F)(=O)=O)=O (3-[N-(4-Fluoro-2-trifluoromethylphenyl)sulfamoyl]propionic Acid Methyl Ester), [OH-].[Na+] (sodium hydroxide). The solvent is O1CCOCC1 (dioxane). Conditions: temperature 50 celsius. The product is FC1=CC(=C(C=C1)NS(=O)(=O)CCC(=O)O)C(F)(F)F (3-[N-(4-Fluoro-2-trifluoromethylphenyl)sulfamoyl]propionic Acid). As a reaction SMILES: C[O:2][C:3](=[O:21])[CH2:4][CH2:5][S:6](=[O:20])(=[O:19])[NH:7][C:8]1[CH:13]=[CH:12][C:11]([F:14])=[CH:10][C:9]=1[C:15]([F:18])([F:17])[F:16].[OH-].[Na+].Cl>O1CCOCC1>[F:14][C:11]1[CH:12]=[CH:13][C:8]([NH:7][S:6]([CH2:5][CH2:4][C:3]([OH:21])=[O:2])(=[O:20])=[O:19])=[C:9]([C:15]([F:18])([F:16])[F:17])[CH:10]=1 |f:1.2|. Procedure: 3.293 g (10 mmol) of the ester prepared in (a) is dissolved in 50 ml of dioxane and combined with 10 ml (20 mmol) of 2N sodium hydroxide solution. The mixture is stirred at 50° C. until no starting material can be detected any longer. The solution is set to a pH of 4 with hydrochloric acid and concentrated to dryness under vacuum. The residue is distributed between dichloromethane and acidified water. The organic solution is washed with water, dried over sodium sulfate, and concentrated to dryne... Reaction SMILES: [C:1](=[O:2])([O-:3])[O-:4].[CH2:7]([CH3:8])[O:9][C:10](=[O:11])[c:12]1[cH:13][nH:14][cH:15][c:16]1[C:17]([F:18])([F:19])[F:20].[CH3:33][S:34](=[O:35])[CH3:36].[Cl:21][c:22]1[cH:23][cH:24][n:25][c:26]2[cH:27][cH:28][cH:29][cH:30][c:31]12.[K+:5].[K+:6].[OH2:32]>>[CH2:7]([CH3:8])[O:9][C:10](=[O:11])[c:12]1[cH:13][n:14](-[c:22]2[cH:23][cH:24][n:25][c:26]3[cH:27][cH:28][cH:29][cH:30][c:31]23)[cH:15][c:16]1[C:17]([F:18])([F:19])[F:20]. Starting materials: O=C([O-])[O-], CCOC(=O)c1c[nH]cc1C(F)(F)F, CS(C)=O, Clc1ccnc2ccccc12, [K+], [K+], O. The product is CCOC(=O)c1cn(-c2ccnc3ccccc23)cc1C(F)(F)F.